This data is from the Open Reaction Database (ORD), a public repository of structured organic reaction records. The task is: describe an organic reaction: reactants, conditions, products, and yield RXN SMILES: [CH2:5]([c:6]1[cH:7][cH:8][cH:9][cH:10][cH:11]1)[O:12][c:13]1[c:14]([O:21][CH3:22])[cH:15][c:16]([CH2:17][OH:18])[cH:19][cH:20]1.[S:1]([Cl:2])([Cl:3])=[O:4]>>[Cl:3][CH2:17][c:16]1[cH:15][c:14]([O:21][CH3:22])[c:13]([O:12][CH2:5][c:6]2[cH:7][cH:8][cH:9][cH:10][cH:11]2)[cH:20][cH:19]1. Starting materials: COc1cc(CO)ccc1OCc1ccccc1, O=S(Cl)Cl. Yields the product COc1cc(CCl)ccc1OCc1ccccc1.